This data is from the Open Reaction Database (ORD), a public repository of structured organic reaction records. The task is: describe an organic reaction: reactants, conditions, products, and yield Reactants: CC1(CC=2C(=NC=NC2C=C1)N1CCOC2=C(C1)C=C(C=C2)B(O)O)C ([4-(6,6-dimethyl-5,6-dihydroquinazolin-4-yl)-2,3,4,5-tetrahydro-1,4-benzoxazepin-7-yl]boronic acid), NC1=NC=C(C=C1S(=O)(=O)N1C[C@@H](CC1)NC(OC(C)(C)C)=O)Br (1,1-dimethylethyl {(3R)-1-[(2-amino-5-bromopyridin-3-yl)sulfonyl]pyrrolidin-3-yl}carbamate). The product is N[C@H]1CN(CC1)S(=O)(=O)C=1C(=NC=C(C1)C=1C=CC2=C(CN(CCO2)C2=NC=NC=3C=CC(CC23)(C)C)C1)N (3-{[(3R)-3-aminopyrrolidin-1-yl]sulfonyl}-5-[4-(6,6-dimethyl-5,6-dihydroquinazolin-4-yl)-2,3,4,5-tetrahydro-1,4-benzoxazepin-7-yl]pyridin-2-amine). RXN SMILES: [CH3:1][C:2]1([CH3:26])[CH:11]=[CH:10][C:9]2[N:8]=[CH:7][N:6]=[C:5]([N:12]3[CH2:18][C:17]4[CH:19]=[C:20](B(O)O)[CH:21]=[CH:22][C:16]=4[O:15][CH2:14][CH2:13]3)[C:4]=2[CH2:3]1.[NH2:27][C:28]1[C:33]([S:34]([N:37]2[CH2:41][CH2:40][C@@H:39]([NH:42]C(=O)OC(C)(C)C)[CH2:38]2)(=[O:36])=[O:35])=[CH:32][C:31](Br)=[CH:30][N:29]=1>>[NH2:42][C@@H:39]1[CH2:40][CH2:41][N:37]([S:34]([C:33]2[C:28]([NH2:27])=[N:29][CH:30]=[C:31]([C:20]3[CH:21]=[CH:22][C:16]4[O:15][CH2:14][CH2:13][N:12]([C:5]5[C:4]6[CH2:3][C:2]([CH3:1])([CH3:26])[CH:11]=[CH:10][C:9]=6[N:8]=[CH:7][N:6]=5)[CH2:18][C:17]=4[CH:19]=3)[CH:32]=2)(=[O:35])=[O:36])[CH2:38]1. Procedure details: Prepared according to the method of example 5 by using [4-(6,6-dimethyl-5,6-dihydroquinazolin-4-yl)-2,3,4,5-tetrahydro-1,4-benzoxazepin-7-yl]boronic acid (reagent preparation 23) and 1,1-dimethylethyl {(3R)-1-[(2-amino-5-bromopyridin-3-yl)sulfonyl]pyrrolidin-3-yl}carbamate (reagent preparation 25) in step 1. 1H NMR (400 MHz, d6-DMSO): 8.57 (d, 1H), 8.41 (s, 1H), 8.02 (d, 1H), 7.58 (d, 1H), 7.47 (dd, 1H), 7.02 (d, 1H), 6.75 (brs, 2H), 6.26 (dd, 2H), 4.63 (s, 2H), 4.33 (m, 2H), 3.84 (m, 2H), 3.37 ...